Dataset: the Open Reaction Database (ORD), a public repository of structured organic reaction records. Task: describe an organic reaction: reactants, conditions, products, and yield Reactants: [BH4-], CCO, CCOC(C)=O, COc1ccc(S(=O)(=O)N(C)c2ccc(Cl)cc2C(=O)c2ccccc2Cl)cc1OC, [Na+]. The product is COc1ccc(S(=O)(=O)N(C)c2ccc(Cl)cc2C(O)c2ccccc2Cl)cc1OC. RXN SMILES: [BH4-:32].[CH3:34][CH2:35][OH:36].[CH3:37][CH2:38][O:39][C:40](=[O:41])[CH3:42].[Cl:1][c:2]1[cH:3][c:4]([C:23]([c:24]2[c:25]([Cl:30])[cH:26][cH:27][cH:28][cH:29]2)=[O:31])[c:5]([N:8]([S:9](=[O:10])(=[O:11])[c:12]2[cH:13][c:14]([O:20][CH3:21])[c:15]([O:18][CH3:19])[cH:16][cH:17]2)[CH3:22])[cH:6][cH:7]1.[Na+:33]>>[Cl:1][c:2]1[cH:3][c:4]([CH:23]([c:24]2[c:25]([Cl:30])[cH:26][cH:27][cH:28][cH:29]2)[OH:31])[c:5]([N:8]([S:9](=[O:10])(=[O:11])[c:12]2[cH:13][c:14]([O:20][CH3:21])[c:15]([O:18][CH3:19])[cH:16][cH:17]2)[CH3:22])[cH:6][cH:7]1.